From a dataset of the Open Reaction Database (ORD), a public repository of structured organic reaction records. describe an organic reaction: reactants, conditions, products, and yield Reactants: CCOCC, CCCCCC, O=C1C(=O)N(Cc2ccccc2)c2ccc(F)cc21. Product: O=C1Cc2cc(F)ccc2N1Cc1ccccc1. RXN SMILES: [CH3:20][CH2:21][O:22][CH2:23][CH3:24].[CH3:25][CH2:26][CH2:27][CH2:28][CH2:29][CH3:30].[F:1][c:2]1[cH:3][c:4]2[c:8]([cH:9][cH:10]1)[N:7]([CH2:11][c:12]1[cH:13][cH:14][cH:15][cH:16][cH:17]1)[C:6](=[O:18])[C:5]2=[O:19]>>[F:1][c:2]1[cH:3][c:4]2[c:8]([cH:9][cH:10]1)[N:7]([CH2:11][c:12]1[cH:13][cH:14][cH:15][cH:16][cH:17]1)[C:6](=[O:18])[CH2:5]2. Starting materials: C(C(=O)O)(=O)O.C(CC)NN (propylhydrazine oxalate), COCCBr (2-bromoethyl methyl ether), C(C)(C)(C)OC(=O)NC(CC1=CC(=NN1)C(=O)OCC)(C)C (ethyl 5-{2-[(tert-butoxycarbonyl)amino]-2-methylpropyl}-1H-pyrazole-3-carboxylate), CC(C)([O-])C.[Na+] (sodium tert-butoxide), COCCBr (2-bromoethyl methyl ether), O.NN (hydrazine hydrate), CC(C)([O-])C.[Na+] (sodium tert-butoxide). The solvent is C(C)O (ethanol). The product is C(C)(C)(C)OC(=O)NC(CC1=CC(=NN1CCOC)C(=O)OCC)(C)C (ethyl 5-{2-[(tert-butoxycarbonyl)amino]-2-methylpropyl}-1-(2-methoxyethyl)-1H-pyrazole-3-carboxylate). RXN SMILES: [CH3:1][O:2][CH2:3][CH2:4]Br.[C:6]([O:10][C:11]([NH:13][C:14]([CH3:27])([CH3:26])[CH2:15][C:16]1[NH:20][N:19]=[C:18]([C:21]([O:23][CH2:24][CH3:25])=[O:22])[CH:17]=1)=[O:12])([CH3:9])([CH3:8])[CH3:7].O.NN.C(O)(=O)C(O)=O.C(NN)CC.CC(C)([O-])C.[Na+]>C(O)C>[C:6]([O:10][C:11]([NH:13][C:14]([CH3:26])([CH3:27])[CH2:15][C:16]1[N:20]([CH2:4][CH2:3][O:2][CH3:1])[N:19]=[C:18]([C:21]([O:23][CH2:24][CH3:25])=[O:22])[CH:17]=1)=[O:12])([CH3:8])([CH3:9])[CH3:7] |f:2.3,4.5,6.7|. Reported procedure: Under a nitrogen atmosphere, 2-bromoethyl methyl ether (19.7 g, 142 mmol) was added to a mixture of ethyl 5-{2-[(tert-butoxycarbonyl)amino]-2-methylpropyl}-1H-pyrazole-3-carboxylate (40 g, 129 mmol, prepared according to the method of Example 64 Part A using hydrazine hydrate in lieu of propylhydrazine oxalate) and sodium tert-butoxide (12.4 g, 129 mmol) in ethanol (128 mL). The reaction mixture was heated at reflux for 5 hours; an additional 0.2 equivalents of both sodium tert-butoxide and 2-br...